Task: describe an organic reaction: reactants, conditions, products, and yield. Dataset: the Open Reaction Database (ORD), a public repository of structured organic reaction records Starting materials: FC1=CC(=C(C=C1)C1=C(C(=CN1)C(=O)NC1=CC=C(C=C1)S(=O)(=O)C)C)C(F)(F)F (5-[4-fluoro-2-(trifluoromethyl)phenyl]-4-methyl-N-[4-(methylsulfonyl)phenyl]-1H-pyrrole-3-carboxamide), CC(C)([O-])C.[Na+] (sodium tert-butoxide), C[C@@H]1OS(O[C@H]1C)(=O)=O ((4S,5S)-4,5-dimethyl-1,3,2-dioxathiolane 2,2-dioxide), Cl (HCl). Run in CC(=O)N(C)C (DMA), CC(=O)N(C)C (DMA). Conditions: time 30 minute. Product: FC1=CC(=C(C=C1)C1=C(C(=CN1[C@@H]([C@H](C)O)C)C(=O)NC1=CC=C(C=C1)S(=O)(=O)C)C)C(F)(F)F (5-[4-Fluoro-2-(trifluoromethyl)phenyl]-1-[(1R,2S)-2-hydroxy-1-methylpropyl]-4-methyl-N-[4-(methylsulfonyl)phenyl]-1H-pyrrole-3-carboxamide). Isolated yield 53.7%. RXN SMILES: [F:1][C:2]1[CH:7]=[CH:6][C:5]([C:8]2[NH:12][CH:11]=[C:10]([C:13]([NH:15][C:16]3[CH:21]=[CH:20][C:19]([S:22]([CH3:25])(=[O:24])=[O:23])=[CH:18][CH:17]=3)=[O:14])[C:9]=2[CH3:26])=[C:4]([C:27]([F:30])([F:29])[F:28])[CH:3]=1.CC(C)([O-])C.[Na+].[CH3:37][C@H:38]1[C@H:42]([CH3:43])OS(=O)(=O)[O:39]1.Cl>CC(N(C)C)=O>[F:1][C:2]1[CH:7]=[CH:6][C:5]([C:8]2[N:12]([C@H:42]([CH3:43])[C@@H:38]([OH:39])[CH3:37])[CH:11]=[C:10]([C:13]([NH:15][C:16]3[CH:17]=[CH:18][C:19]([S:22]([CH3:25])(=[O:24])=[O:23])=[CH:20][CH:21]=3)=[O:14])[C:9]=2[CH3:26])=[C:4]([C:27]([F:29])([F:28])[F:30])[CH:3]=1 |f:1.2|. Reported procedure: To a solution of 5-[4-fluoro-2-(trifluoromethyl)phenyl]-4-methyl-N-[4-(methylsulfonyl)phenyl]-1H-pyrrole-3-carboxamide (23 g, 52 mmol) in anhydrous DMA (160 ml) was added sodium tert-butoxide (12 g, 0.12 mol) and stirred at room temperature for 30 min under N2. (4S,5S)-4,5-dimethyl-1,3,2-dioxathiolane 2,2-dioxide (12 g, 78 mmol) in anhydrous DMA (20 ml) was added to the solution and stirred at 70° C. for 2.0 h. The reaction mixture was cooled to room temperature and added 2N HCl (80 ml) and conc... Reactants: ClC1=CC(=NC2=CC=CC=C12)C (4-chloro-2-methylquinoline), FC1=CC=C(CN)C=C1 (4-fluorobenzylamine). Product: FC1=CC=C(CNC2=CC(=NC3=CC=CC=C23)C)C=C1 ((4-Fluorobenzyl)-(2-methylquinoline-4-yl)-amine). As a reaction SMILES: Cl[C:2]1[C:11]2[C:6](=[CH:7][CH:8]=[CH:9][CH:10]=2)[N:5]=[C:4]([CH3:12])[CH:3]=1.[F:13][C:14]1[CH:21]=[CH:20][C:17]([CH2:18][NH2:19])=[CH:16][CH:15]=1>>[F:13][C:14]1[CH:21]=[CH:20][C:17]([CH2:18][NH:19][C:2]2[C:11]3[C:6](=[CH:7][CH:8]=[CH:9][CH:10]=3)[N:5]=[C:4]([CH3:12])[CH:3]=2)=[CH:16][CH:15]=1. Procedure: Preparation was made using a similar procedure as described in example 1, method 1.3. Starting materials were 4-chloro-2-methylquinoline and 4-fluorobenzylamine. Reactants: CC(C)(C)OC(=O)N1CC2CN(c3ccc4c(c3)C(=O)c3cc(Br)ccc3-4)CC2C1, N=C(c1ccccc1)c1ccccc1, CC(C)(C)[O-], Cc1ccccc1, [Na+], O=C(C=Cc1ccccc1)C=Cc1ccccc1, O=C(C=Cc1ccccc1)C=Cc1ccccc1, O=C(C=Cc1ccccc1)C=Cc1ccccc1, [Pd], [Pd]. Yields the product CC(C)(C)OC(=O)N1CC2CN(c3ccc4c(c3)C(=O)c3cc(N=C(c5ccccc5)c5ccccc5)ccc3-4)CC2C1. As a reaction SMILES: [C:1](=[O:2])([O:3][C:4]([CH3:5])([CH3:6])[CH3:7])[N:8]1[CH2:9][CH:10]2[CH2:11][N:12]([c:16]3[cH:17][c:18]4[c:26]([cH:27][cH:28]3)-[c:25]3[c:20]([cH:21][c:22]([Br:29])[cH:23][cH:24]3)[C:19]4=[O:30])[CH2:13][CH:14]2[CH2:15]1.[C:31]([c:32]1[cH:33][cH:34][cH:35][cH:36][cH:37]1)([c:38]1[cH:39][cH:40][cH:41][cH:42][cH:43]1)=[NH:44].[CH3:45][C:46]([CH3:47])([O-:48])[CH3:49].[CH3:51][c:52]1[cH:53][cH:54][cH:55][cH:56][cH:57]1.[Na+:50].[O:60]=[C:61]([CH:62]=[CH:63][c:64]1[cH:65][cH:66][cH:67][cH:68][cH:69]1)[CH:70]=[CH:71][c:72]1[cH:73][cH:74][cH:75][cH:76][cH:77]1.[O:78]=[C:79]([CH:80]=[CH:81][c:82]1[cH:83][cH:84][cH:85][cH:86][cH:87]1)[CH:88]=[CH:89][c:90]1[cH:91][cH:92][cH:93][cH:94][cH:95]1.[O:96]=[C:97]([CH:98]=[CH:99][c:100]1[cH:101][cH:102][cH:103][cH:104][cH:105]1)[CH:106]=[CH:107][c:108]1[cH:109][cH:110][cH:111][cH:112][cH:113]1.[Pd:58].[Pd:59]>>[C:1](=[O:2])([O:3][C:4]([CH3:5])([CH3:6])[CH3:7])[N:8]1[CH2:9][CH:10]2[CH2:11][N:12]([c:16]3[cH:17][c:18]4[c:26]([cH:27][cH:28]3)-[c:25]3[c:20]([cH:21][c:22]([N:44]=[C:31]([c:32]5[cH:33][cH:34][cH:35][cH:36][cH:37]5)[c:38]5[cH:39][cH:40][cH:41][cH:42][cH:43]5)[cH:23][cH:24]3)[C:19]4=[O:30])[CH2:13][CH:14]2[CH2:15]1. The reactants are COC=1C=C2C(=C(NC2=CC1)C(=O)OCC)SC(C)(C)C (ethyl 5-methoxy-3-(t-butylthio)indole-2-carboxylate), [H-].[Na+] (sodium hydride), oil, ClC1=CC=C(CCl)C=C1 (p-chlorobenzyl chloride), O (H2O). Solvent: CN(C)C=O (DMF). Reaction conditions: time 15 minute. Product: ClC1=CC=C(CN2C(=C(C3=CC(=CC=C23)OC)SC(C)(C)C)C(=O)OCC)C=C1 (ethyl 1-(4-chlorobenzyl)-3-(t-butylthio)-5-methoxyindole-2-carboxylate). RXN SMILES: [CH3:1][O:2][C:3]1[CH:4]=[C:5]2[C:9](=[CH:10][CH:11]=1)[NH:8][C:7]([C:12]([O:14][CH2:15][CH3:16])=[O:13])=[C:6]2[S:17][C:18]([CH3:21])([CH3:20])[CH3:19].[H-].[Na+].[Cl:24][C:25]1[CH:32]=[CH:31][C:28]([CH2:29]Cl)=[CH:27][CH:26]=1.O>CN(C=O)C>[Cl:24][C:25]1[CH:32]=[CH:31][C:28]([CH2:29][N:8]2[C:9]3[C:5](=[CH:4][C:3]([O:2][CH3:1])=[CH:11][CH:10]=3)[C:6]([S:17][C:18]([CH3:20])([CH3:19])[CH3:21])=[C:7]2[C:12]([O:14][CH2:15][CH3:16])=[O:13])=[CH:27][CH:26]=1 |f:1.2|. Procedure details: To a solution of ethyl 5-methoxy-3-(t-butylthio)indole-2-carboxylate from step 1 in DMF (50 ml) at 0° C. was added sodium hydride (60% suspension in mineral oil 460 mg, 11.5 mmol). The reaction mixture was stirred at room temperature for 15 minutes, and p-chlorobenzyl chloride (1.93 g, 12.0 mmol) was added. The reaction mixture was stirred at ambient temperature for 14 hours and was then poured into H2O (200 ml) and extracted with ethyl acetate. The organic phase was washed with H2O and brine, d... The reactants are CC(C)=O, [K+], [K+], O=C([O-])[O-], O=C(c1ccccc1)c1cnc2c(C(F)(F)F)cccc2c1-c1cccc(O)c1. Yields the product COc1cccc(-c2c(C(=O)c3ccccc3)cnc3c(C(F)(F)F)cccc23)c1. Reaction SMILES: [CH3:36][C:37](=[O:38])[CH3:39].[K+:30].[K+:31].[O-:32][C:33]([O-:34])=[O:35].[OH:1][c:2]1[cH:3][c:4](-[c:8]2[c:9]([C:22](=[O:23])[c:24]3[cH:25][cH:26][cH:27][cH:28][cH:29]3)[cH:10][n:11][c:12]3[c:13]([C:18]([F:19])([F:20])[F:21])[cH:14][cH:15][cH:16][c:17]23)[cH:5][cH:6][cH:7]1>>[O:1]([c:2]1[cH:3][c:4](-[c:8]2[c:9]([C:22](=[O:23])[c:24]3[cH:25][cH:26][cH:27][cH:28][cH:29]3)[cH:10][n:11][c:12]3[c:13]([C:18]([F:19])([F:20])[F:21])[cH:14][cH:15][cH:16][c:17]23)[cH:5][cH:6][cH:7]1)[CH3:33]. Reactants: 3, C(Cl)Cl (CH2Cl2), FC(C1=CC=C(C=C1)CC(=O)O)(F)F (4-trifluoromethylphenyl acetic acid), hydrate, C(Cl)Cl (CH2Cl2), C(C)(C)N(C(C)C)CC (N,N-diisopropylethylamine), C(Cl)Cl (CH2Cl2), CCN=C=NCCCN(C)C (EDCI), [NH4+].[OH-] (NH4OH). The solvent is CO (CH3OH). Reaction conditions: temperature 5 celsius, time 30 minute. Yields the product Cl.FC(C1=CC=C(C=C1)CC(=O)N([C@H]1[C@@H](CCCC1)N1CCCC1)C)(F)F ((±)-trans-4-Trifluoromethyl-N-methyl-N-[2-(1-pyrrolidinyl)cyclohexy]phenylacetamide Hydrochloride). Reaction SMILES: [F:1][C:2]([F:14])([F:13])[C:3]1[CH:8]=[CH:7][C:6]([CH2:9][C:10](O)=O)=[CH:5][CH:4]=1.CCN=C=N[CH2:20][CH2:21][CH2:22]N(C)C.[CH:26]([N:29]([CH2:33][CH3:34])[CH:30]([CH3:32])[CH3:31])([CH3:28])C.[NH4+:35].[OH-:36].[CH2:37](Cl)[Cl:38]>CO>[ClH:38].[F:1][C:2]([F:14])([F:13])[C:3]1[CH:8]=[CH:7][C:6]([CH2:9][C:10]([N:35]([CH3:37])[C@@H:32]2[CH2:22][CH2:21][CH2:20][CH2:31][C@H:30]2[N:29]2[CH2:26][CH2:28][CH2:34][CH2:33]2)=[O:36])=[CH:5][CH:4]=1 |f:3.4,7.8|. Procedure: To a solution of 4-trifluoromethylphenyl acetic acid (1.45 g, 7.08 mmol) in 10 mL of dry CH2Cl2 under a nitrogen atmosphere was added 1-hydroxybenzotrazole hydrate (HOBT) (0.95 g, 7.08 mmol) and stirred. The reaction mixture was cooled to 0→5° C. and added solid EDCI ([1-(3-dimethylaminopropyl)-3-ethyl-carbodiimide HCl])(1.35 g, 7.08 mmol) and stirrat this temperature for 30 min. A solution (±) 3 (1.0 g, 5.48 mmol) in 10 mL of dry CH2Cl2 was added followed by N,N-diisopropylethylamine (Hunig's B...